The task is: describe an organic reaction: reactants, conditions, products, and yield. This data is from the Open Reaction Database (ORD), a public repository of structured organic reaction records. Starting materials: C1(=CC=CC=C1)C=1N=C2SC3=C(N2C1)CCCC3 (5,6,7,8-tetrahydro-2-phenylimidazo[2,1-b]benzothiazole), C([O-])([O-])=O.[Na+].[Na+] (sodium carbonate), resultant mixture, P(=O)(Cl)(Cl)Cl (phosphorus oxychloride). Run in CN(C=O)C (dimethylformamide). Reaction conditions: temperature 60 celsius, time 3 hour. Yields the product C1(=CC=CC=C1)C=1N=C2SC3=C(N2C1C=O)CCCC3 (5,6,7,8-tetrahydro-2-phenyl-3-formylimidazo[2,1-b]benzothiazole). Yield: 82.0%. Reaction SMILES: [C:1]1([C:7]2[N:8]=[C:9]3[N:13]([CH:14]=2)[C:12]2[CH2:15][CH2:16][CH2:17][CH2:18][C:11]=2[S:10]3)[CH:6]=[CH:5][CH:4]=[CH:3][CH:2]=1.P(Cl)(Cl)(Cl)=O.[C:24](=O)([O-])[O-:25].[Na+].[Na+]>CN(C)C=O>[C:1]1([C:7]2[N:8]=[C:9]3[N:13]([C:14]=2[CH:24]=[O:25])[C:12]2[CH2:15][CH2:16][CH2:17][CH2:18][C:11]=2[S:10]3)[CH:2]=[CH:3][CH:4]=[CH:5][CH:6]=1 |f:2.3.4|. Reported procedure: 3.35 g of 5,6,7,8-tetrahydro-2-phenylimidazo[2,1-b]benzothiazole was suspended in 20 ml of dimethylformamide. To the resultant mixture, 3 ml of phosphorus oxychloride was added dropwise at 0° C. over 10 minutes. The solution was gradually returned to room temperature, then heated and stirred at 60° C. for 3 hours, poured onto an aqueous sodium carbonate solution, then extracted with chloroform. The solvent was distilled off, the residue was then recrystallized from ethanol to obtain the desired ...